This data is from the Open Reaction Database (ORD), a public repository of structured organic reaction records. The task is: describe an organic reaction: reactants, conditions, products, and yield Reactants: O=C(NCc1ccc(CNC2CCCc3cccnc32)cc1)c1ccccn1, O=Cc1nc2ccccc2[nH]1. Product: O=C(NCc1ccc(CN(Cc2nc3ccccc3[nH]2)C2CCCc3cccnc32)cc1)c1ccccn1. As a reaction SMILES: [n:1]1[cH:2][cH:3][cH:4][c:5]2[c:10]1[CH:9]([NH:11][CH2:12][c:13]1[cH:14][cH:15][c:16]([CH2:17][NH:18][C:19](=[O:20])[c:21]3[n:22][cH:23][cH:24][cH:25][cH:26]3)[cH:27][cH:28]1)[CH2:8][CH2:7][CH2:6]2.[nH:29]1[c:30]([CH:38]=[O:39])[n:31][c:32]2[c:33]1[cH:34][cH:35][cH:36][cH:37]2>>[n:1]1[cH:2][cH:3][cH:4][c:5]2[c:10]1[CH:9]([N:11]([CH2:12][c:13]1[cH:14][cH:15][c:16]([CH2:17][NH:18][C:19](=[O:20])[c:21]3[n:22][cH:23][cH:24][cH:25][cH:26]3)[cH:27][cH:28]1)[CH2:38][c:30]1[nH:29][c:33]3[c:32]([n:31]1)[cH:37][cH:36][cH:35][cH:34]3)[CH2:8][CH2:7][CH2:6]2.